The task is: describe an organic reaction: reactants, conditions, products, and yield. This data is from the Open Reaction Database (ORD), a public repository of structured organic reaction records. The reactants are FC=1C=C(C=C(C1F)F)[C@@H]1COC[C@@H](N1)[C@@H](C)O ((R)-1-[(3R,5R)-5-(3,4,5-trifluorophenyl)morpholine-3-yl]ethanol), O.C([O-])(O)=O.[Na+] (sodium bicarbonate water), ClC(=O)OCC1=CC=CC=C1 (benzyl chloroformate), ClC(=O)OCC1=CC=CC=C1 (benzyl chloroformate), resultant solution. The solvent is O1CCCC1 (tetrahydrofuran), O (water), C(C)(=O)OCC (ethyl acetate). Conditions: time 16 hour. Yields the product C(C1=CC=CC=C1)OC(=O)N1[C@H](COC[C@H]1C1=CC(=C(C(=C1)F)F)F)[C@@H](C)O ((3R,5R)-3-((R)-1-hydroxyethyl)-5-(3,4,5-trifluorophenyl)morpholine-4-carboxylic acid benzyl ester). As a reaction SMILES: [F:1][C:2]1[CH:3]=[C:4]([C@H:10]2[NH:15][C@@H:14]([C@H:16]([OH:18])[CH3:17])[CH2:13][O:12][CH2:11]2)[CH:5]=[C:6]([F:9])[C:7]=1[F:8].O.C(=O)(O)[O-].[Na+].Cl[C:26]([O:28][CH2:29][C:30]1[CH:35]=[CH:34][CH:33]=[CH:32][CH:31]=1)=[O:27]>O1CCCC1.O.C(OCC)(=O)C>[CH2:29]([O:28][C:26]([N:15]1[C@H:10]([C:4]2[CH:3]=[C:2]([F:1])[C:7]([F:8])=[C:6]([F:9])[CH:5]=2)[CH2:11][O:12][CH2:13][C@@H:14]1[C@H:16]([OH:18])[CH3:17])=[O:27])[C:30]1[CH:35]=[CH:34][CH:33]=[CH:32][CH:31]=1 |f:1.2.3|. Procedure: To a solution of (R)-1-[(3R,5R)-5-(3,4,5-trifluorophenyl)morpholine-3-yl]ethanol (2 g) in tetrahydrofuran (20 mL) was added saturated sodium bicarbonate water (20 mL) and benzyl chloroformate (1.31 mL). After stirring the reaction solution at room temperature for 16 hours, benzyl chloroformate (1.33 mL) was further added thereto, and the mixture was then stirred for another 20 hours. The resultant solution was diluted with water and ethyl acetate. The organic layer was partitioned, washed with b... Product: Nc1cnc2[nH]nc(OCCO)c2c1. Starting materials: CCO, [Cl-], [Fe], O=[N+]([O-])c1cnc2[nH]nc(OCCO)c2c1, [NH4+], O. As a reaction SMILES: [CH3:20][CH2:21][OH:22].[Cl-:1].[Fe:23].[N+:3]([O-:4])(=[O:5])[c:6]1[cH:7][c:8]2[c:9]([n:10][cH:11]1)[nH:12][n:13][c:14]2[O:15][CH2:16][CH2:17][OH:18].[NH4+:2].[OH2:19]>>[NH2:3][c:6]1[cH:7][c:8]2[c:9]([n:10][cH:11]1)[nH:12][n:13][c:14]2[O:15][CH2:16][CH2:17][OH:18]. The reactants are FC=1C=C(C(=O)C=2C=C(C3=C(N(C=N3)C3=CC(=C(C(=O)OC)C=C3)C)C2)NCCC(F)(F)F)C=CC1OC (methyl 4-{6-(3-fluoro-4-methoxybenzoyl)-4-[(3,3,3-trifluoropropyl)amino]-1H-benzimidazol-1-yl}-2-methylbenzoate), Cl (hydrochloric acid), CO (methanol), [OH-].[Li+] (lithium hydroxide). The solvent is O1CCCC1 (tetrahydrofurane), O (Water). Reaction conditions: temperature 23 celsius, time 8 hour. Product: FC=1C=C(C(=O)C=2C=C(C3=C(N(C=N3)C3=CC(=C(C(=O)O)C=C3)C)C2)NCCC(F)(F)F)C=CC1OC (4-{6-(3-fluoro-4-methoxybenzoyl)-4-[(3,3,3-trifluoropropyl)amino]-1H-benzimidazol-1-yl}-2-methylbenzoic acid). Yield: 98.1%. RXN SMILES: [F:1][C:2]1[CH:3]=[C:4]([CH:34]=[CH:35][C:36]=1[O:37][CH3:38])[C:5]([C:7]1[CH:8]=[C:9]([NH:27][CH2:28][CH2:29][C:30]([F:33])([F:32])[F:31])[C:10]2[N:14]=[CH:13][N:12]([C:15]3[CH:24]=[CH:23][C:18]([C:19]([O:21]C)=[O:20])=[C:17]([CH3:25])[CH:16]=3)[C:11]=2[CH:26]=1)=[O:6].CO.[OH-].[Li+].Cl>O1CCCC1.O>[F:1][C:2]1[CH:3]=[C:4]([CH:34]=[CH:35][C:36]=1[O:37][CH3:38])[C:5]([C:7]1[CH:8]=[C:9]([NH:27][CH2:28][CH2:29][C:30]([F:33])([F:32])[F:31])[C:10]2[N:14]=[CH:13][N:12]([C:15]3[CH:24]=[CH:23][C:18]([C:19]([OH:21])=[O:20])=[C:17]([CH3:25])[CH:16]=3)[C:11]=2[CH:26]=1)=[O:6] |f:2.3|. Procedure details: To a solution of 660 mg (1.25 mmol) methyl 4-{6-(3-fluoro-4-methoxybenzoyl)-4-[(3,3,3-trifluoropropyl)amino]-1H-benzimidazol-1-yl}-2-methylbenzoate which was prepared according to intermediate example 101b in 25 mL tetrahydrofurane and 8 mL methanol were added 6.2 mL of a 1M aqueous lithium hydroxide solution and the mixture was stirred at 23° C. overnight. Water was added, the mixture was acidified by the addition of a 1M hydrochloric acid and extracted with dichloromethane and methanol. The or... Reactants: FC1=CC=C2CCCNC2=C1 (7-fluoro-1,2,3,4-tetrahydroquinoline), ClC=1C(NC2=CC=C(C=C2N1)C(=O)OC)=O (methyl 3-chloro-2-oxo-1,2-dihydroquinoxaline-6-carboxylate). The solvent is O (water), CN1CCCC1=O (NMP). Run at temperature 150 celsius, time 2 hour. Product: FC1=CC=C2CCCN(C2=C1)C=1C(NC2=CC=C(C=C2N1)C(=O)OC)=O (methyl 3-(7-fluoro-1,2,3,4-tetrahydroquinolin-1-yl)-2-oxo-1,2-dihydroquinoxaline-6-carboxylate). Isolated yield 67.6%. RXN SMILES: [F:1][C:2]1[CH:11]=[C:10]2[C:5]([CH2:6][CH2:7][CH2:8][NH:9]2)=[CH:4][CH:3]=1.Cl[C:13]1[C:14](=[O:27])[NH:15][C:16]2[C:21]([N:22]=1)=[CH:20][C:19]([C:23]([O:25][CH3:26])=[O:24])=[CH:18][CH:17]=2>CN1C(=O)CCC1.O>[F:1][C:2]1[CH:11]=[C:10]2[C:5]([CH2:6][CH2:7][CH2:8][N:9]2[C:13]2[C:14](=[O:27])[NH:15][C:16]3[C:21]([N:22]=2)=[CH:20][C:19]([C:23]([O:25][CH3:26])=[O:24])=[CH:18][CH:17]=3)=[CH:4][CH:3]=1. Procedure: To a solution of 7-fluoro-1,2,3,4-tetrahydroquinoline (1 g, 6.61 mmol) in NMP (30 ml) was added methyl 3-chloro-2-oxo-1,2-dihydroquinoxaline-6-carboxylate (900 mg, 3.77 mmol) and then stirred for 2 h at 150° C. The resulting solution was diluted with water ((900 ml). The solids were collected by filtration to afford methyl 3-(7-fluoro-1,2,3,4-tetrahydroquinolin-1-yl)-2-oxo-1,2-dihydroquinoxaline-6-carboxylate as a brown solid (900 mg, 39%).